Dataset: the Open Reaction Database (ORD), a public repository of structured organic reaction records. Task: describe an organic reaction: reactants, conditions, products, and yield Starting materials: FC1=CC2=C(C(=NO2)C2CCN(CC2)C=CC2=C(N=C3N(C2=O)CCCC3)C)C=C1 (3-{2-[4-(6-fluorobenzo[d]isoxazol-3-yl)-piperidin-1-yl]-vinyl}-2-methyl-6,7,8,9-tetrahydro-pyrido[1,2-a]pyrimidin-4-one), C(#N)[BH3-].[Na+] (sodium cyanoborohydride). Run in C(C)(=O)OCC (ethyl acetate), C(C)O (ethanol), C(C)(=O)O (acetic acid). Conditions: time 1.5 hour. Yields the product FC1=CC2=C(C(=NO2)C2CCN(CC2)CCC2=C(N=C3N(C2=O)CCCC3)C)C=C1 (3-{2-[4-(6-fluorobenzo[d]isoxazol-3-yl)-piperidin-1-yl]-ethyl}-2-methyl-6,7,8,9-tetrahydro-4H-pyrido[1,2-a]pyrimidin-4-one). Yield: 83.3%. As a reaction SMILES: [F:1][C:2]1[CH:30]=[CH:29][C:5]2[C:6]([CH:9]3[CH2:14][CH2:13][N:12]([CH:15]=[CH:16][C:17]4[C:22](=[O:23])[N:21]5[CH2:24][CH2:25][CH2:26][CH2:27][C:20]5=[N:19][C:18]=4[CH3:28])[CH2:11][CH2:10]3)=[N:7][O:8][C:4]=2[CH:3]=1.C([BH3-])#N.[Na+]>C(O)C.C(O)(=O)C.C(OCC)(=O)C>[F:1][C:2]1[CH:30]=[CH:29][C:5]2[C:6]([CH:9]3[CH2:14][CH2:13][N:12]([CH2:15][CH2:16][C:17]4[C:22](=[O:23])[N:21]5[CH2:24][CH2:25][CH2:26][CH2:27][C:20]5=[N:19][C:18]=4[CH3:28])[CH2:11][CH2:10]3)=[N:7][O:8][C:4]=2[CH:3]=1 |f:1.2|. Reported procedure: To a suspension of 1.39 g (3,42 mmoles) of 3-{2-[4-(6-fluorobenzo[d]isoxazol-3-yl)-piperidin-1-yl]-vinyl}-2-methyl-6,7,8,9-tetrahydro-pyrido[1,2-a]pyrimidin-4-one (III) in 22 mL of absolute ethanol and 1 mL of glacial acetic acid under stirring at room temperature and in a protective atmosphere, 0.254 g (4.04 mmoles) of sodium cyanoborohydride in small portions was added for 1 hour. After 1.5 hour, the solvent was evaporated and the crude product obtained was dissolved in 250 mL of ethyl acetate... Starting materials: COc1cc2nccc(Oc3ccc(N)cc3)c2cc1OC, Cc1ccccc1, O=C=Nc1ccc([N+](=O)[O-])cc1. Yields the product COc1cc2nccc(Oc3ccc(NC(=O)Nc4ccc([N+](=O)[O-])cc4)cc3)c2cc1OC. As a reaction SMILES: [CH3:1][O:2][c:3]1[cH:4][c:5]2[c:6]([O:15][c:16]3[cH:17][cH:18][c:19]([NH2:22])[cH:20][cH:21]3)[cH:7][cH:8][n:9][c:10]2[cH:11][c:12]1[O:13][CH3:14].[CH3:35][c:36]1[cH:37][cH:38][cH:39][cH:40][cH:41]1.[N+:23](=[O:24])([O-:25])[c:26]1[cH:27][cH:28][c:29]([N:32]=[C:33]=[O:34])[cH:30][cH:31]1>>[CH3:1][O:2][c:3]1[cH:4][c:5]2[c:6]([O:15][c:16]3[cH:17][cH:18][c:19]([NH:22][C:33]([NH:32][c:29]4[cH:28][cH:27][c:26]([N+:23](=[O:24])[O-:25])[cH:31][cH:30]4)=[O:34])[cH:20][cH:21]3)[cH:7][cH:8][n:9][c:10]2[cH:11][c:12]1[O:13][CH3:14]. Reactants: COc1cc(C(C)C)c2c(c1)S(=O)(=O)N(CBr)C2=O, Oc1cc(C(F)(F)F)nn1-c1cccc(C(F)(F)F)n1, CN(C)C=O. The product is COc1cc(C(C)C)c2c(c1)S(=O)(=O)N(COc1cc(C(F)(F)F)nn1-c1cccc(C(F)(F)F)n1)C2=O. RXN SMILES: [Br:21][CH2:22][N:23]1[S:24](=[O:38])(=[O:39])[c:25]2[c:26]([c:29]([CH:35]([CH3:36])[CH3:37])[cH:30][c:31]([O:33][CH3:34])[cH:32]2)[C:27]1=[O:28].[F:1][C:2]([c:3]1[cH:4][cH:5][cH:6][c:7](-[n:9]2[n:10][c:11]([C:15]([F:16])([F:17])[F:18])[cH:12][c:13]2[OH:14])[n:8]1)([F:19])[F:20].[O:40]=[CH:41][N:42]([CH3:43])[CH3:44]>>[F:1][C:2]([c:3]1[cH:4][cH:5][cH:6][c:7](-[n:9]2[n:10][c:11]([C:15]([F:16])([F:17])[F:18])[cH:12][c:13]2[O:14][CH2:22][N:23]2[S:24](=[O:38])(=[O:39])[c:25]3[c:26]([c:29]([CH:35]([CH3:36])[CH3:37])[cH:30][c:31]([O:33][CH3:34])[cH:32]3)[C:27]2=[O:28])[n:8]1)([F:19])[F:20]. The product is ClC1=CC=C2C(=CN=NC2=C1)C1=C(C=C(C=C1)C(F)(F)F)OC (7-chloro-4-(2-methoxy-4-(trifluoromethyl)phenyl)cinnoline). Isolated yield 36.8%. Reaction SMILES: Cl.Cl[C:3]1[C:12]2[C:7](=[CH:8][C:9]([Cl:13])=[CH:10][CH:11]=2)[N:6]=[N:5][CH:4]=1.[CH3:14][O:15][C:16]1[CH:21]=[C:20]([C:22]([F:25])([F:24])[F:23])[CH:19]=[CH:18][C:17]=1B(O)O.C(=O)([O-])[O-].[K+].[K+].O1CCOCC1>C1C=CC([P]([Pd]([P](C2C=CC=CC=2)(C2C=CC=CC=2)C2C=CC=CC=2)([P](C2C=CC=CC=2)(C2C=CC=CC=2)C2C=CC=CC=2)[P](C2C=CC=CC=2)(C2C=CC=CC=2)C2C=CC=CC=2)(C2C=CC=CC=2)C2C=CC=CC=2)=CC=1.O>[Cl:13][C:9]1[CH:8]=[C:7]2[C:12]([C:3]([C:17]3[CH:18]=[CH:19][C:20]([C:22]([F:25])([F:24])[F:23])=[CH:21][C:16]=3[O:15][CH3:14])=[CH:4][N:5]=[N:6]2)=[CH:11][CH:10]=1 |f:0.1,3.4.5,^1:44,46,65,84|. Starting materials: Cl.ClC1=CN=NC2=CC(=CC=C12)Cl (4,7-dichlorocinnoline hydrochloride), COC1=C(C=CC(=C1)C(F)(F)F)B(O)O (2-methoxy-4-(trifluoromethyl)phenylboronic acid), C([O-])([O-])=O.[K+].[K+] (potassium carbonate), O1CCOCC1 (dioxane). Procedure: A microwave vial charged with 4,7-dichlorocinnoline hydrochloride (HDH Pharma, Morrisville, N.C.) (0.400 g, 1.7 mmol), 2-methoxy-4-(trifluoromethyl)phenylboronic acid (Combi-Blocks, San Diego, Calif.) (0.513 g, 1.7 mmol), potassium carbonate (1.172 g, 8.49 mmol), dioxane (6.36 ml) and water (2.1 ml); the system was purged with argon prior to the addition of Pd(PPh3)4 (0.196 g, 0.168 mmol). The mixture was irradiated for 30 min at 100° C. The organic layer was decanted and the aqueous phase was r... Reagents/catalysts: C=1C=CC(=CC1)[P](C=2C=CC=CC2)(C=3C=CC=CC3)[Pd]([P](C=4C=CC=CC4)(C=5C=CC=CC5)C=6C=CC=CC6)([P](C=7C=CC=CC7)(C=8C=CC=CC8)C=9C=CC=CC9)[P](C=1C=CC=CC1)(C=1C=CC=CC1)C=1C=CC=CC1 (Pd(PPh3)4). Solvent: O (water).